From a dataset of the Open Reaction Database (ORD), a public repository of structured organic reaction records. describe an organic reaction: reactants, conditions, products, and yield Reactants: CC(C)(C)OC(=O)NC(=O)OC(C)(C)C, ClCc1cccc(OCc2ccccc2)c1, CN(C)C=O, ClCCl, [H-], [Na+], O. Product: CC(C)(C)OC(=O)N(Cc1cccc(OCc2ccccc2)c1)C(=O)OC(C)(C)C. RXN SMILES: [C:1]([CH3:2])([CH3:3])([CH3:4])[O:5][C:6](=[O:7])[NH:8][C:9](=[O:10])[O:11][C:12]([CH3:13])([CH3:14])[CH3:15].[CH2:18]([c:19]1[cH:20][cH:21][cH:22][cH:23][cH:24]1)[O:25][c:26]1[cH:27][c:28]([CH2:32][Cl:33])[cH:29][cH:30][cH:31]1.[CH3:37][N:38]([CH3:39])[CH:40]=[O:41].[Cl:34][CH2:35][Cl:36].[H-:16].[Na+:17].[OH2:42]>>[C:1]([CH3:2])([CH3:3])([CH3:4])[O:5][C:6](=[O:7])[N:8]([C:9](=[O:10])[O:11][C:12]([CH3:13])([CH3:14])[CH3:15])[CH2:32][c:28]1[cH:27][c:26]([O:25][CH2:18][c:19]2[cH:20][cH:21][cH:22][cH:23][cH:24]2)[cH:31][cH:30][cH:29]1. Reactants: CS(=O)(=O)OC(CO[Si](C)(C)C(C)(C)C)CN1C=C2N(C(N(C(C2=C1C1=CC=CC=C1)=O)C)=O)C (1-((tert-Butyldimethylsilyl)oxy)-3-(1,3-dimethyl-2,4-dioxo-5-phenyl-3,4-dihydro-1H-pyrrolo[3,4-d]pyrimidin-6(2H)-yl)propan-2-yl methanesulfonate), C(C)(=S)[O-].[K+] (potassium thioacetate). Run in CN(C)C=O (DMF). Conditions: temperature 70 celsius, time 3 day. The product is C(C)(SC(CO[Si](C)(C)C(C)(C)C)CN1C=C2N(C(N(C(C2=C1C1=CC=CC=C1)=O)C)=O)C)=O (S-(1-((tert-Butyldimethylsilyl)oxy)-3-(1,3-dimethyl-2,4-dioxo-5-phenyl-3,4-dihydro-1H-pyrrolo[3,4-d]pyrimidin-6(2H)-yl)propan-2-yl) ethanethioate). As a reaction SMILES: CS(O[CH:6]([CH2:16][N:17]1[C:25]([C:26]2[CH:31]=[CH:30][CH:29]=[CH:28][CH:27]=2)=[C:24]2[C:19]([N:20]([CH3:35])[C:21](=[O:34])[N:22]([CH3:33])[C:23]2=[O:32])=[CH:18]1)[CH2:7][O:8][Si:9]([C:12]([CH3:15])([CH3:14])[CH3:13])([CH3:11])[CH3:10])(=O)=O.[C:36]([O-:39])(=[S:38])[CH3:37].[K+]>CN(C=O)C>[C:36](=[O:39])([S:38][CH:6]([CH2:16][N:17]1[C:25]([C:26]2[CH:27]=[CH:28][CH:29]=[CH:30][CH:31]=2)=[C:24]2[C:19]([N:20]([CH3:35])[C:21](=[O:34])[N:22]([CH3:33])[C:23]2=[O:32])=[CH:18]1)[CH2:7][O:8][Si:9]([C:12]([CH3:15])([CH3:13])[CH3:14])([CH3:11])[CH3:10])[CH3:37] |f:1.2|. Reported procedure: 1-((tert-Butyldimethylsilyl)oxy)-3-(1,3-dimethyl-2,4-dioxo-5-phenyl-3,4-dihydro-1H-pyrrolo[3,4-d]pyrimidin-6(2H)-yl)propan-2-yl methanesulfonate (step 3)(1.3 g, 2.63 mmol) in dry DMF (20 ml) was treated with potassium thioacetate (1.5 g, 13.1 mmol). The resulting solution stirred for 7 h at 70° C. and at RT for 3 days. The mixture was heated at 70° C. overnight and after cooling to RT, the mixture was partitioned between EtOAc (100 ml) and water (150 ml). The layers were separated and the aqueou... Starting materials: O=[N+]([O-])c1c(Br)ccc2ncccc12, CCO, CO, Cn1cc(-c2ccc3nnc(S)n3n2)cn1, ClCCl, [K+], [OH-]. The product is Cn1cc(-c2ccc3nnc(Sc4ccc5ncccc5c4[N+](=O)[O-])n3n2)cn1. As a reaction SMILES: [Br:19][c:20]1[c:21]([N+:30](=[O:31])[O-:32])[c:22]2[cH:23][cH:24][cH:25][n:26][c:27]2[cH:28][cH:29]1.[CH3:33][CH2:34][OH:35].[CH3:39][OH:40].[CH3:3][n:4]1[n:5][cH:6][c:7](-[c:9]2[cH:10][cH:11][c:12]3[n:13]([n:14]2)[c:15]([SH:18])[n:16][n:17]3)[cH:8]1.[Cl:36][CH2:37][Cl:38].[K+:2].[OH-:1]>>[CH3:3][n:4]1[n:5][cH:6][c:7](-[c:9]2[cH:10][cH:11][c:12]3[n:13]([n:14]2)[c:15]([S:18][c:20]2[c:21]([N+:30](=[O:31])[O-:32])[c:22]4[cH:23][cH:24][cH:25][n:26][c:27]4[cH:28][cH:29]2)[n:16][n:17]3)[cH:8]1. Starting materials: BrC(c1ccccc1)c1ccccc1, CN(C)C=O, O=[N+]([O-])c1ccc(O)cc1F, [K+], [K+], O=C([O-])[O-]. Product: O=[N+]([O-])c1ccc(OC(c2ccccc2)c2ccccc2)cc1F. Reaction SMILES: [Br:1][CH:2]([c:3]1[cH:4][cH:5][cH:6][cH:7][cH:8]1)[c:9]1[cH:10][cH:11][cH:12][cH:13][cH:14]1.[CH3:32][N:33]([CH3:34])[CH:35]=[O:36].[F:15][c:16]1[cH:17][c:18]([OH:25])[cH:19][cH:20][c:21]1[N+:22](=[O:23])[O-:24].[K+:26].[K+:27].[O-:28][C:29]([O-:30])=[O:31]>>[CH:2]([c:3]1[cH:4][cH:5][cH:6][cH:7][cH:8]1)([c:9]1[cH:10][cH:11][cH:12][cH:13][cH:14]1)[O:25][c:18]1[cH:17][c:16]([F:15])[c:21]([N+:22](=[O:23])[O-:24])[cH:20][cH:19]1. The reactants are OC1(C=CSC=C1)C=1C=C2C(=CNC2=CC1)CCN1CCCC1 (5-(4-Hydroxythiapyran-4-yl)-3-(2-pyrrolidinylethyl)-1H-indole), BrC=1C=C2C(=CNC2=CC1)CCN1CCCC1 (5-bromo-3-(2-pyrrolidinylethyl)-1H-indole). Yields the product OC1(CCCCC1)C=1C=C2C(=CNC2=CC1)CCN1CCCC1 (5-(1-Hydroxycyclohex-1-yl)-3-(2-pyrrolidinylethyl)-1H-indole). RXN SMILES: [OH:1][C:2]1([C:8]2[CH:9]=[C:10]3[C:14](=[CH:15][CH:16]=2)[NH:13][CH:12]=[C:11]3[CH2:17][CH2:18][N:19]2[CH2:23][CH2:22][CH2:21][CH2:20]2)[CH:7]=[CH:6]S[CH:4]=[CH:3]1.Br[C:25]1C=C2C(=CC=1)NC=C2CCN1CCCC1>>[OH:1][C:2]1([C:8]2[CH:9]=[C:10]3[C:14](=[CH:15][CH:16]=2)[NH:13][CH:12]=[C:11]3[CH2:17][CH2:18][N:19]2[CH2:23][CH2:22][CH2:21][CH2:20]2)[CH2:7][CH2:6][CH2:25][CH2:4][CH2:3]1. Procedure: 5-(4-Hydroxythiapyran-4-yl)-3-(2-pyrrolidinylethyl)-1H-indole: (56%) from 5-bromo-3-(2-pyrrolidinylethyl)-1H-indole (Example 3b); mp 66-78° C.; HRMS-FAB+ for C19H27N2OS: calculated MH+ :331.18442; found MH+ :331.18568. Starting materials: OC(CC)C1=CC=C(C=N1)C1=CC=C(C(=O)N)C=C1 (4-(6-(1-hydroxypropyl)pyridin-3-yl)benzamide), P(Br)(Br)Br (PBr3). The solvent is O (water), C(Cl)(Cl)Cl (chloroform), C(Cl)(Cl)Cl (chloroform). The product is BrC(CC)C1=CC=C(C=N1)C1=CC=C(C(=O)N)C=C1 (4-(6-(1-bromopropyl)pyridin-3-yl)benzamide). Isolated yield 96.4%. As a reaction SMILES: O[CH:2]([C:5]1[N:10]=[CH:9][C:8]([C:11]2[CH:19]=[CH:18][C:14]([C:15]([NH2:17])=[O:16])=[CH:13][CH:12]=2)=[CH:7][CH:6]=1)[CH2:3][CH3:4].P(Br)(Br)[Br:21]>C(Cl)(Cl)Cl.O>[Br:21][CH:2]([C:5]1[N:10]=[CH:9][C:8]([C:11]2[CH:19]=[CH:18][C:14]([C:15]([NH2:17])=[O:16])=[CH:13][CH:12]=2)=[CH:7][CH:6]=1)[CH2:3][CH3:4]. Procedure details: To a solution of 4-(6-(1-hydroxypropyl)pyridin-3-yl)benzamide (0.1 g, 0.39 mmol) in chloroform (15 mL) was added PBr3 (0.316 g, 1.17 mmol) at 0-5° C. The solution was maintained at the same temperature for 1 h, was slowly warmed to rt and maintained at rt for another 2 h. The contents were diluted with water (75 mL) and chloroform (100 mL), the layers separated, the organic layer was washed with bicarbonate solution (2×30 mL), and the organic layer was dried over sodium sulphate and distilled of... The reactants are [1-(6-tert-butylpyridin-3-yl)ethyl]amines, C(C)(C)(C)C1=NC=C(C#N)C(=C1)C (6-tert-butyl-4-methylnicotinonitrile), C(C)(C)(C)C1=NC=C(C#N)C(=C1)C (6-tert-butyl-4-methylnicotinonitrile), C[Mg+].[Br-] (MeMgBr), C1(=CC=CC=C1)C.C1CCOC1 (toluene THF), [BH4-].[Na+] (NaBH4). Product: C(C)(C)(C)C1=CC(=C(C=N1)C(C)N)C ([1-(6-tert-butyl-4-methylpyridin-3-yl)ethyl]amine). Reaction SMILES: [C:1]([C:5]1[CH:12]=[C:11]([CH3:13])[C:8]([C:9]#[N:10])=[CH:7][N:6]=1)([CH3:4])([CH3:3])[CH3:2].C[Mg+].[Br-].[C:17]1(C)C=CC=CC=1.C1COCC1.[BH4-].[Na+]>>[C:1]([C:5]1[N:6]=[CH:7][C:8]([CH:9]([NH2:10])[CH3:17])=[C:11]([CH3:13])[CH:12]=1)([CH3:4])([CH3:3])[CH3:2] |f:1.2,3.4,5.6|. Reported procedure: The title compound was synthesized according to the procedure described for the synthesis of [1-(6-tert-butylpyridin-3-yl)ethyl]amines starting from 6-tert-butyl-4-methylnicotinonitrile (intermediate 24) (250 mg, 1.43 mmol), MeMgBr 1.4 M 75/25 toluene/THF (2.55 ml, 3.58 mmol) and NaBH4 (135 mg, 3.58 mmol). Purified by normal phase chromatography with 15 to 20% MeOH/CH2Cl2. (Yield 55 mg, 20%). 1H NMR (400 MHz, CDCl3) δ ppm 1.34 (s, 9 H) 1.42 (d, J=6.64 Hz, 3 H) 2.35 (s, 3 H) 4.34 (q, J=6.64 Hz, 1... Reactants: C(C)N1C=C(C(C2=C(C(=C(C=C12)F)F)C)=O)C(=O)OCC (ethyl 1-ethyl-5-methyl-6,7-difluoro-1,4-dihydro-4-oxoquinoline-3-carboxylate), Cl (hydrochloric acid). The solvent is C(C)(=O)O (acetic acid). The product is C(C)N1C=C(C(C2=C(C(=C(C=C12)F)F)C)=O)C(=O)O (1-ethyl-5-methyl-6,7-difluoro-1,4-dihydro-4-oxoquinoline-3- carboxylic acid). The yield is 80.4%. Reaction SMILES: [CH2:1]([N:3]1[C:12]2[C:7](=[C:8]([CH3:15])[C:9]([F:14])=[C:10]([F:13])[CH:11]=2)[C:6](=[O:16])[C:5]([C:17]([O:19]CC)=[O:18])=[CH:4]1)[CH3:2].Cl>C(O)(=O)C>[CH2:1]([N:3]1[C:12]2[C:7](=[C:8]([CH3:15])[C:9]([F:14])=[C:10]([F:13])[CH:11]=2)[C:6](=[O:16])[C:5]([C:17]([OH:19])=[O:18])=[CH:4]1)[CH3:2]. Procedure: Employing ethyl 1-ethyl-5-methyl-6,7-difluoro-1,4-dihydro-4-oxoquinoline-3-carboxylate (0.55 g), conc. hydrochloric acid (1.5 ml) and 90% acetic acid (6 ml), the procedure of Reference Example 10 is repeated to give 1-ethyl-5-methyl-6,7-difluoro-1,4-dihydro-4-oxoquinoline-3- carboxylic acid (0.40 g), as white crystals, m.p. >300° C.